From a dataset of the Open Reaction Database (ORD), a public repository of structured organic reaction records. describe an organic reaction: reactants, conditions, products, and yield Reactants: ClC1=C(C(=O)OC)C=CC(=C1)C(C)OC1=CC=CC=C1 (methyl 2-chloro-4-(1-phenoxyethyl)benzoate), O.[OH-].[Li+] (lithium hydroxide monohydrate), O (water), CO (methanol). Solvent: O1CCCC1 (tetrahydrofuran). Reaction conditions: temperature 20 celsius, time 5 hour. Yields the product ClC1=C(C(=O)O)C=CC(=C1)C(C)OC1=CC=CC=C1 (2-chloro-4-(1-phenoxyethyl)benzoic acid). The yield is 66.9%. RXN SMILES: [Cl:1][C:2]1[CH:11]=[C:10]([CH:12]([O:14][C:15]2[CH:20]=[CH:19][CH:18]=[CH:17][CH:16]=2)[CH3:13])[CH:9]=[CH:8][C:3]=1[C:4]([O:6]C)=[O:5].O.[OH-].[Li+].O.CO>O1CCCC1>[Cl:1][C:2]1[CH:11]=[C:10]([CH:12]([O:14][C:15]2[CH:20]=[CH:19][CH:18]=[CH:17][CH:16]=2)[CH3:13])[CH:9]=[CH:8][C:3]=1[C:4]([OH:6])=[O:5] |f:1.2.3|. Procedure: A mixture of methyl 2-chloro-4-(1-phenoxyethyl)benzoate (750 mg, 2.7 mmol), lithium hydroxide monohydrate (571 mg, 13.6 mmol), water (5 mL) and methanol (5 mL) in tetrahydrofuran (15 mL) was stirred at 20° C. for 5 hours. The reaction mixture was concentrated. The residue was acidified to pH=2 with concentrated hydrochloride solution. The mixture was extracted with ethyl acetate (20 mL×2). The organic phase was dried over sodium sulfate and filtered. The filtrate was concentrated. The residue wa... Reactants: BrC1=CC=C(C(=N1)C)C(=O)N1CCN(CC1)C1=NC(=C(C=C1C)C)C ((6-bromo-2-methylpyridin-3-yl)[4-(3,5,6-trimethylpyridin-2-yl)piperazin-1-yl]methanone), C(C)(=O)N1C(NCC1)=O (1-acetylimidazolidin-2-one). Product: C(C)(=O)N1C(N(CC1)C1=NC(=C(C=C1)C(=O)N1CCN(CC1)C1=NC(=C(C=C1C)C)C)C)=O (1-acetyl-3-{6-methyl-5-[4-(3,5,6-trimethylpyridin-2-yl)piperazine-1-carbonyl]pyridin-2-yl}imidazolidin-2-one). The yield is 72.7%. Reaction SMILES: Br[C:2]1[N:7]=[C:6]([CH3:8])[C:5]([C:9]([N:11]2[CH2:16][CH2:15][N:14]([C:17]3[C:22]([CH3:23])=[CH:21][C:20]([CH3:24])=[C:19]([CH3:25])[N:18]=3)[CH2:13][CH2:12]2)=[O:10])=[CH:4][CH:3]=1.[C:26]([N:29]1[CH2:33][CH2:32][NH:31][C:30]1=[O:34])(=[O:28])[CH3:27]>>[C:26]([N:29]1[CH2:33][CH2:32][N:31]([C:2]2[CH:3]=[CH:4][C:5]([C:9]([N:11]3[CH2:16][CH2:15][N:14]([C:17]4[C:22]([CH3:23])=[CH:21][C:20]([CH3:24])=[C:19]([CH3:25])[N:18]=4)[CH2:13][CH2:12]3)=[O:10])=[C:6]([CH3:8])[N:7]=2)[C:30]1=[O:34])(=[O:28])[CH3:27]. Reported procedure: Using (6-bromo-2-methylpyridin-3-yl)[4-(3,5,6-trimethylpyridin-2-yl)piperazin-1-yl]methanone (202 mg) described in Preparation Example 248 and 1-acetylimidazolidin-2-one (77 mg) and by the reaction and treatment in the same manner as in Example 1, the title compound (164 mg) was obtained. The reactants are OC1=C(C=NC2=C(C=CC=C12)C(F)(F)F)C(=O)Cl (4-hydroxy-8-trifluoromethyl-quinoline-3-carboxylic acid chloride), S(=O)(=O)(O)O.NC=1NC=CN1 (2-aminoimidazole sulfate). The product is N1C(=NC=C1)NC(=O)C=1C=NC2=C(C=CC=C2C1O)C(F)(F)F (N-(1H-imidazol-2-yl)-4-hydroxy-8-trifluoromethyl-quinoline-3-carboxamide). Isolated yield 39.7%. RXN SMILES: [OH:1][C:2]1[C:11]2[C:6](=[C:7]([C:12]([F:15])([F:14])[F:13])[CH:8]=[CH:9][CH:10]=2)[N:5]=[CH:4][C:3]=1[C:16](Cl)=[O:17].S(O)(O)(=O)=O.[NH2:24][C:25]1[NH:26][CH:27]=[CH:28][N:29]=1>>[NH:26]1[CH:27]=[CH:28][N:29]=[C:25]1[NH:24][C:16]([C:3]1[CH:4]=[N:5][C:6]2[C:11]([C:2]=1[OH:1])=[CH:10][CH:9]=[CH:8][C:7]=2[C:12]([F:15])([F:14])[F:13])=[O:17] |f:1.2|. Procedure details: Using the procedure of Example 1, 11.57 g of 4-hydroxy-8-trifluoromethyl-quinoline-3-carboxylic acid chloride were reacted with 5.52 g of 2-aminoimidazole sulfate to obtain 3.9 g of N-(1H-imidazol-2-yl)-4-hydroxy-8-trifluoromethyl-quinoline-3-carboxamide melting at 211° C. Reactants: CC(=O)OC(C)=O, CN(C)c1ccncc1, O, COC(=O)CC(O)(CC=C(C)C)C(=O)OCc1ccccc1, c1ccncc1. The product is COC(=O)CC(CC=C(C)C)(OC(C)=O)C(=O)OCc1ccccc1. Reaction SMILES: [CH3:23][C:24](=[O:25])[O:26][C:27](=[O:28])[CH3:29].[CH3:36][N:37]([c:38]1[cH:39][cH:40][n:41][cH:42][cH:43]1)[CH3:44].[OH2:45].[OH:1][C:2]([C:3](=[O:4])[O:5][CH2:6][c:7]1[cH:8][cH:9][cH:10][cH:11][cH:12]1)([CH2:13][C:14](=[O:15])[O:16][CH3:17])[CH2:18][CH:19]=[C:20]([CH3:21])[CH3:22].[cH:30]1[cH:31][cH:32][n:33][cH:34][cH:35]1>>[O:1]([C:2]([C:3](=[O:4])[O:5][CH2:6][c:7]1[cH:8][cH:9][cH:10][cH:11][cH:12]1)([CH2:13][C:14](=[O:15])[O:16][CH3:17])[CH2:18][CH:19]=[C:20]([CH3:21])[CH3:22])[C:24]([CH3:23])=[O:25]. Reactants: Cc1cc2c(N)cc(C(F)(F)F)cc2cn1, O=C=NCc1ccc(C(F)(F)F)cc1. Product: Cc1cc2c(NC(=O)NCc3ccc(C(F)(F)F)cc3)cc(C(F)(F)F)cc2cn1. Reaction SMILES: [CH3:1][c:2]1[n:3][cH:4][c:5]2[cH:6][c:7]([C:13]([F:14])([F:15])[F:16])[cH:8][c:9]([NH2:12])[c:10]2[cH:11]1.[F:17][C:18]([c:19]1[cH:20][cH:21][c:22]([CH2:23][N:24]=[C:25]=[O:26])[cH:27][cH:28]1)([F:29])[F:30]>>[CH3:1][c:2]1[n:3][cH:4][c:5]2[cH:6][c:7]([C:13]([F:14])([F:15])[F:16])[cH:8][c:9]([NH:12][C:25]([NH:24][CH2:23][c:22]3[cH:21][cH:20][c:19]([C:18]([F:17])([F:29])[F:30])[cH:28][cH:27]3)=[O:26])[c:10]2[cH:11]1. Starting materials: CC(C#N)C(C=1C=NC=CC1)=O (2-methyl-3-oxo-3-(pyridin-3-yl) propanenitrile), O.NN (hydrazine hydrate). The solvent is CCO (EtOH). Yields the product CC=1C(=NNC1N)C=1C=NC=CC1 (4-methyl-3-(pyridin-3-yl)-1H-pyrazol-5-amine). As a reaction SMILES: [CH3:1][CH:2]([C:5](=O)[C:6]1[CH:7]=[N:8][CH:9]=[CH:10][CH:11]=1)[C:3]#[N:4].O.[NH2:14][NH2:15]>CCO>[CH3:1][C:2]1[C:5]([C:6]2[CH:7]=[N:8][CH:9]=[CH:10][CH:11]=2)=[N:14][NH:15][C:3]=1[NH2:4] |f:1.2|. Reported procedure: To a solution of 2-methyl-3-oxo-3-(pyridin-3-yl) propanenitrile (1.5 g, 9.4 mmol) in EtOH (20 mL) was added 85% hydrazine hydrate (2 mL). The resulting mixture was heated to reflux for 2 hours. After cooling to rt, the solvent was removed in vacuo and the crude product purified by column chromatography (DCM:MeOH=10:1) to give the desired product: MS (m/z): 175.0 [M+H]+, 1HNMR (400 MHz, CD3OD) δ 8.71 (d, 1H, J=2.0 Hz), 8.50-8.51 (m, 1H), 7.99 (d, 1H, J=8.0 Hz), 7.50-7.55 (m, 1H), 2.06 (s, 3H). Isolated yield 19.4%. Run at temperature 55 celsius, time 1.5 hour. The reactants are C(#N)[Cu] (CuCN), NC1=CC2=C(N(C(N2)=O)C2=C(C=C(C=C2)Cl)Cl)C(=C1)C(F)(F)F (5-Amino-1-(2,4-dichlorophenyl)-7-(trifluoromethyl)-1,3-dihydro-2H-benzimidazol-2-one), N(=O)OC(C)(C)C (t-butyl nitrite). As a reaction SMILES: N[C:2]1[CH:19]=[C:18]([C:20]([F:23])([F:22])[F:21])[C:5]2[N:6]([C:10]3[CH:15]=[CH:14][C:13]([Cl:16])=[CH:12][C:11]=3[Cl:17])[C:7](=[O:9])[NH:8][C:4]=2[CH:3]=1.[C:24]([Cu])#[N:25].N(OC(C)(C)C)=O>CS(C)=O.[Cl-].[Na+].O>[Cl:17][C:11]1[CH:12]=[C:13]([Cl:16])[CH:14]=[CH:15][C:10]=1[N:6]1[C:5]2[C:18]([C:20]([F:23])([F:21])[F:22])=[CH:19][C:2]([C:24]#[N:25])=[CH:3][C:4]=2[NH:8][C:7]1=[O:9] |f:4.5.6|. The product is ClC1=C(C=CC(=C1)Cl)N1C(NC2=C1C(=CC(=C2)C#N)C(F)(F)F)=O (1-(2,4-dichlorophenyl)-2-oxo-7-(trifluoromethyl)-2,3-dihydro-1H-benzimidazole-5-carbonitrile). Reported procedure: 5-Amino-1-(2,4-dichlorophenyl)-7-(trifluoromethyl)-1,3-dihydro-2H-benzimidazol-2-one (0.7860 g) was dissolved in dimethyl sulfoxide (35 ml), and to the solution was added CuCN (0.5551 g). The mixture was heated at 55° C. At the same temperature, t-butyl nitrite (0.761 ml) was added dropwise during 1.5 hours. After the addition was completed, the mixture was stirred at 60° C. for 1.5 hours. After allowing to cool, to the reaction mixture was added saturated brine, and the mixture was extracted wi... Solvent: [Cl-].[Na+].O (brine), CS(=O)C (dimethyl sulfoxide).